Dataset: the Open Reaction Database (ORD), a public repository of structured organic reaction records. Task: describe an organic reaction: reactants, conditions, products, and yield The reactants are O=C(Cl)Oc1ccccc1, NOc1cccc(Cl)c1Cl, ClCCl, c1ccncc1. Product: O=C(NOc1cccc(Cl)c1Cl)Oc1ccccc1. As a reaction SMILES: [Cl:11][C:12](=[O:13])[O:14][c:15]1[cH:16][cH:17][cH:18][cH:19][cH:20]1.[Cl:1][c:2]1[c:3]([O:4][NH2:5])[cH:6][cH:7][cH:8][c:9]1[Cl:10].[Cl:27][CH2:28][Cl:29].[cH:21]1[cH:22][cH:23][n:24][cH:25][cH:26]1>>[Cl:1][c:2]1[c:3]([O:4][NH:5][C:12](=[O:13])[O:14][c:15]2[cH:16][cH:17][cH:18][cH:19][cH:20]2)[cH:6][cH:7][cH:8][c:9]1[Cl:10].